Task: describe an organic reaction: reactants, conditions, products, and yield. Dataset: the Open Reaction Database (ORD), a public repository of structured organic reaction records The reactants are FC1=C(C(=O)OC(C)C)C=C(C(=C1)F)NC(=O)N (isopropyl 2,4-difluoro-5-ureidobenzoate), CCOC(=O)C1CCCC1=O (ethyl cyclopentanone-2-carboxylate). Solvent: C1(=CC=CC=C1)C (toluene). Product: FC1=C(C(=O)OC(C)C)C=C(C(=C1)F)NC(=O)NC1=C(CCC1)C(=O)OCC (isopropyl 2,4-difluoro-5-{3-[2-(ethoxycarbonyl)-1-cyclopenten-1-yl]ureido}-benzoate). As a reaction SMILES: [F:1][C:2]1[CH:13]=[C:12]([F:14])[C:11]([NH:15][C:16]([NH2:18])=[O:17])=[CH:10][C:3]=1[C:4]([O:6][CH:7]([CH3:9])[CH3:8])=[O:5].[CH3:19][CH2:20][O:21][C:22]([CH:24]1[C:28](=O)[CH2:27][CH2:26][CH2:25]1)=[O:23]>C1(C)C=CC=CC=1>[F:1][C:2]1[CH:13]=[C:12]([F:14])[C:11]([NH:15][C:16]([NH:18][C:25]2[CH2:26][CH2:27][CH2:28][C:24]=2[C:22]([O:21][CH2:20][CH3:19])=[O:23])=[O:17])=[CH:10][C:3]=1[C:4]([O:6][CH:7]([CH3:9])[CH3:8])=[O:5]. Procedure: using isopropyl 2,4-difluoro-5-ureidobenzoate and ethyl cyclopentanone-2-carboxylate in toluene there is obtained isopropyl 2,4-difluoro-5-{3-[2-(ethoxycarbonyl)-1-cyclopenten-1-yl]ureido}-benzoate, m.p. 149°-151° C., Starting materials: [C@@H]1([C@H](O)[C@H](O)[C@@H](CO)O1)N1C(=O)N=C(N)C=C1 (Cytidine), [H-].[Na+] (sodium hydride), ICCCCCCCCC (iodononane). Solvent: CN(C)C=O (DMF). Yields the product C(CCCCCCCC)O[C@H]1[C@@H](O[C@@H]([C@H]1O)CO)N1C(=O)N=C(N)C=C1 (2'-O-Nonylcytidine). As a reaction SMILES: [C@@H:1]1([N:10]2[CH:17]=[CH:16][C:14]([NH2:15])=[N:13][C:11]2=[O:12])[O:9][C@H:6]([CH2:7][OH:8])[C@@H:4]([OH:5])[C@H:2]1[OH:3].[H-].[Na+].I[CH2:21][CH2:22][CH2:23][CH2:24][CH2:25][CH2:26][CH2:27][CH2:28][CH3:29]>CN(C=O)C>[CH2:21]([O:3][C@@H:2]1[C@H:4]([OH:5])[C@@H:6]([CH2:7][OH:8])[O:9][C@H:1]1[N:10]1[CH:17]=[CH:16][C:14]([NH2:15])=[N:13][C:11]1=[O:12])[CH2:22][CH2:23][CH2:24][CH2:25][CH2:26][CH2:27][CH2:28][CH3:29] |f:1.2|. Reported procedure: Cytidine (10.1 g, 0.0415 mol), sodium hydride (2.0 g, 1.2 eq), iodononane (9.8 ml, 1.2 eq.) in DMF (100 ml) were reacted as per the procedure of Example 71, Step 1 to yield the 2' and 3' isomers as a sticky foam (11.6 g). The reactants are N1=CC=C(C=C1)C1=C2CC(NC2=CC=C1)=O (4-Pyridin-4-yl-1,3-dihydro-indol-2-one), C(=O)C1=C(C(=C(N1)C)CCC(=O)O)C (3-(5-formyl-2,4-dimethyl-1H-pyrrol-3-yl)-propionic acid). Yields the product CC=1NC(=C(C1CCC(=O)O)C)C=C1C(NC2=CC=CC(=C12)C1=CC=NC=C1)=O (3-[2,4-Dimethyl-5-(2-oxo-4-pyridin-4-yl-1,2-dihydroindol-3-ylidenemethyl)-1H-pyrrol-3-yl]-propionic Acid). Reaction SMILES: [N:1]1[CH:6]=[CH:5][C:4]([C:7]2[CH:15]=[CH:14][CH:13]=[C:12]3[C:8]=2[CH2:9][C:10](=[O:16])[NH:11]3)=[CH:3][CH:2]=1.[CH:17]([C:19]1[NH:23][C:22]([CH3:24])=[C:21]([CH2:25][CH2:26][C:27]([OH:29])=[O:28])[C:20]=1[CH3:30])=O>>[CH3:24][C:22]1[NH:23][C:19]([CH:17]=[C:9]2[C:8]3[C:12](=[CH:13][CH:14]=[CH:15][C:7]=3[C:4]3[CH:5]=[CH:6][N:1]=[CH:2][CH:3]=3)[NH:11][C:10]2=[O:16])=[C:20]([CH3:30])[C:21]=1[CH2:25][CH2:26][C:27]([OH:29])=[O:28]. Procedure: 4-Pyridin-4-yl-1,3-dihydro-indol-2-one was condensed with 3-(5-formyl-2,4-dimethyl-1H-pyrrol-3-yl)-propionic acid to give the title compound. Reactants: C (carbon black), C(CC=1C(C(=O)O)=CC=CC1)(=O)O (homophthalic acid), C(C)(C)N (isopropylamine). The solvent is C(C)O (ethanol). Product: C(C)(C)N1C(C2=CC=CC=C2CC1=O)=O (2-Isopropylisoquinoline-1,3 (2H, 4H)-dione). The yield is 45.0%. Reaction SMILES: [C:1]([OH:13])(=O)[CH2:2][C:3]1[C:4](=[CH:8][CH:9]=[CH:10][CH:11]=1)[C:5]([OH:7])=O.[CH:14]([NH2:17])([CH3:16])[CH3:15].C>C(O)C>[CH:14]([N:17]1[C:1](=[O:13])[CH2:2][C:3]2[C:4](=[CH:8][CH:9]=[CH:10][CH:11]=2)[C:5]1=[O:7])([CH3:16])[CH3:15]. Procedure details: A mixture of homophthalic acid (90 g., 0.5 mole) and isopropylamine (59 g., 1 mole) was heated by an oil bath to 175°-180° C. for 90 minutes. The hot mixture was then poured into 600 ml. of ethanol, treated with carbon black and filtered. The mixture was concentrated to about 300 ml. and slowly cooled to room temperature. 2-Isopropylisoquinoline-1,3 (2H, 4H)-dione precipitated and was collected by filtration, 46 g. (45% yield), m.p. 86°-88° C. The reactants are CSCCCNC(P(OCC)(OCC)=O)P(OCC)(OCC)=O (tetraethyl 3-methylthiopropylaminomethylenebisphosphonate), Br[Si](C)(C)C (bromotrimethylsilane). Run in O (water), C(C)#N (acetonitrile). Reaction conditions: time 15 hour. The product is O.CSCCCNC(P(O)(O)=O)P(O)(O)=O.CSCCCNC(P(O)(O)=O)P(O)(O)=O (3-methylthiopropylaminomethylenebisphosphonic acid hemihydrate). The yield is 71.0%. RXN SMILES: [CH3:1][S:2][CH2:3][CH2:4][CH2:5][NH:6][CH:7]([P:16](=[O:23])([O:20]CC)[O:17]CC)[P:8](=[O:15])([O:12]CC)[O:9]CC.Br[Si](C)(C)C>C(#N)C.O>[OH2:9].[CH3:1][S:2][CH2:3][CH2:4][CH2:5][NH:6][CH:7]([P:8](=[O:9])([OH:15])[OH:12])[P:16](=[O:17])([OH:20])[OH:23].[CH3:1][S:2][CH2:3][CH2:4][CH2:5][NH:6][CH:7]([P:8](=[O:9])([OH:15])[OH:12])[P:16](=[O:17])([OH:20])[OH:23] |f:4.5.6|. Reported procedure: To a solution of tetraethyl 3-methylthiopropylaminomethylenebisphosphonate (5.28 g) in acetonitrile (100 ml) was added bromotrimethylsilane (12.39 g) and the mixture was stirred at room temperature for 15 hours. The reaction mixture was diluted with water (3.2 ml) and concentrated under reduced pressure. The solid residue was collected by filtration and recrystallized from water-methanol to give 3-methylthiopropylaminomethylenebisphosphonic acid hemihydrate (1.84 g, 47%). Colorless prisms, m.p. ... Starting materials: CS(C)=O, NCCC1CC1C1CCN(c2ncc(Cl)cn2)CC1, Cc1cc(C#N)cc(Cl)n1, [K+], [K+], O=C([O-])[O-], O. The product is Cc1cc(C#N)cc(NCCC2CC2C2CCN(c3ncc(Cl)cn3)CC2)n1. As a reaction SMILES: [CH3:36][S:37]([CH3:38])=[O:39].[Cl:1][c:2]1[cH:3][n:4][c:5]([N:8]2[CH2:9][CH2:10][CH:11]([CH:14]3[CH:15]([CH2:17][CH2:18][NH2:19])[CH2:16]3)[CH2:12][CH2:13]2)[n:6][cH:7]1.[Cl:26][c:27]1[cH:28][c:29]([C:30]#[N:31])[cH:32][c:33]([CH3:35])[n:34]1.[K+:20].[K+:21].[O-:22][C:23]([O-:24])=[O:25].[OH2:40]>>[Cl:1][c:2]1[cH:3][n:4][c:5]([N:8]2[CH2:9][CH2:10][CH:11]([CH:14]3[CH:15]([CH2:17][CH2:18][NH:19][c:27]4[cH:28][c:29]([C:30]#[N:31])[cH:32][c:33]([CH3:35])[n:34]4)[CH2:16]3)[CH2:12][CH2:13]2)[n:6][cH:7]1.